This data is from the Open Reaction Database (ORD), a public repository of structured organic reaction records. The task is: describe an organic reaction: reactants, conditions, products, and yield Reactants: Cl, C1COCCO1, CC(C)(C)OC(=O)N1CCC(Cn2cccn2)CC1. Product: c1cnn(CC2CCNCC2)c1. RXN SMILES: [ClH:20].[O:21]1[CH2:22][CH2:23][O:24][CH2:25][CH2:26]1.[n:1]1([CH2:6][CH:7]2[CH2:8][CH2:9][N:10]([C:13]([O:14][C:15]([CH3:16])([CH3:17])[CH3:18])=[O:19])[CH2:11][CH2:12]2)[n:2][cH:3][cH:4][cH:5]1>>[n:1]1([CH2:6][CH:7]2[CH2:8][CH2:9][NH:10][CH2:11][CH2:12]2)[n:2][cH:3][cH:4][cH:5]1. Reactants: [BH3-]C#N, CCNCC, CC(=O)O, ClCCl, O=CCn1cc(-c2ccc3c(c2)OCCc2sc(-c4ncnn4CC(F)(F)F)nc2-3)cn1, [Na+]. Product: CCN(CC)CCn1cc(-c2ccc3c(c2)OCCc2sc(-c4ncnn4CC(F)(F)F)nc2-3)cn1. RXN SMILES: [C:42]([BH3-:43])#[N:44].[CH2:33]([CH3:34])[NH:35][CH2:36][CH3:37].[CH3:38][C:39](=[O:40])[OH:41].[Cl:46][CH2:47][Cl:48].[F:1][C:2]([CH2:3][n:4]1[n:5][cH:6][n:7][c:8]1-[c:9]1[s:10][c:11]2[c:17]([n:18]1)-[c:16]1[c:15]([cH:22][c:21](-[c:23]3[cH:24][n:25][n:26]([CH2:28][CH:29]=[O:30])[cH:27]3)[cH:20][cH:19]1)[O:14][CH2:13][CH2:12]2)([F:31])[F:32].[Na+:45]>>[F:1][C:2]([CH2:3][n:4]1[n:5][cH:6][n:7][c:8]1-[c:9]1[s:10][c:11]2[c:17]([n:18]1)-[c:16]1[c:15]([cH:22][c:21](-[c:23]3[cH:24][n:25][n:26]([CH2:28][CH2:29][N:35]([CH2:33][CH3:34])[CH2:36][CH3:37])[cH:27]3)[cH:20][cH:19]1)[O:14][CH2:13][CH2:12]2)([F:31])[F:32]. The reactants are C(C)OC(CC=1C=C(C=CC1)C1=C(C(=CC=C1)Cl)Cl)=O (2′,3′-dichloro-[1,1′-biphenyl]-3-acetic acid ethyl ester), C(C)OC(CC=1C=C(C=CC1)C1=C(C(=CC=C1)Cl)Cl)=O (2′,3′-dichloro-[1,1′-biphenyl]-3-acetic acid ethyl ester), C(OCC)(OCC)=O (diethyl carbonate), [H-].[Na+] (sodium hydride). Reaction conditions: time 8 hour. The product is C(C)OC(C(C(=O)OCC)C=1C=C(C=CC1)C1=C(C(=CC=C1)Cl)Cl)=O (2-(2′,3′-dichloro-[1,1′-biphenyl]-3-yl)propanedioic acid 1,3-diethyl ester). RXN SMILES: [CH2:1]([O:3][C:4](=[O:20])[CH2:5][C:6]1[CH:7]=[C:8]([C:12]2[CH:17]=[CH:16][CH:15]=[C:14]([Cl:18])[C:13]=2[Cl:19])[CH:9]=[CH:10][CH:11]=1)[CH3:2].[C:21](=O)([O:25]CC)[O:22][CH2:23][CH3:24].[H-].[Na+]>>[CH2:1]([O:3][C:4](=[O:20])[CH:5]([C:6]1[CH:7]=[C:8]([C:12]2[CH:17]=[CH:16][CH:15]=[C:14]([Cl:18])[C:13]=2[Cl:19])[CH:9]=[CH:10][CH:11]=1)[C:21]([O:22][CH2:23][CH3:24])=[O:25])[CH3:2] |f:2.3|. Procedure: To a solution of 2′,3′-dichloro-[1,1′-biphenyl]-3-acetic acid ethyl ester (i.e. the product of Step A, 0.45 g, 1.45 mmol) and diethyl carbonate (5 mL) was added sodium hydride (60% dispersion in oil, 0.23 g, 5.8 mmol). The reaction mixture was stiffed overnight at room temperature, and then quenched with saturated aqueous ammonium chloride solution. The reaction mixture was then extracted with ethyl acetate, and the organic layer was dried over sodium sulfate and concentrated under reduced press... The reactants are O.NCC1CNC(C=2C=3C1=CNC3C=CC2)=O (3-aminomethyl-3,4,5,6-tetrahydro-6-oxo-1H-azepino[5,4,3-cd]indole hydrate), CC(=O)C (acetone). Run in O1CCCC1 (tetrahydrofuran). Reaction conditions: temperature 60 celsius, time 2.5 hour. Yields the product C(C)(C)NCC1CNC(C=2C=3C1=CNC3C=CC2)=O (3-Isopropylaminomethyl-3,4,5,6-tetrahydro-6-oxo-1H-azepino[5,4,3-cd]indole). As a reaction SMILES: O.[NH2:2][CH2:3][CH:4]1[C:10]2=[CH:11][NH:12][C:13]3[CH:14]=[CH:15][CH:16]=[C:8]([C:9]=32)[C:7](=[O:17])[NH:6][CH2:5]1.[CH3:18][C:19]([CH3:21])=O>O1CCCC1>[CH:19]([NH:2][CH2:3][CH:4]1[C:10]2=[CH:11][NH:12][C:13]3[CH:14]=[CH:15][CH:16]=[C:8]([C:9]=32)[C:7](=[O:17])[NH:6][CH2:5]1)([CH3:21])[CH3:18] |f:0.1|. Reported procedure: 0.82 g of borane-dimethylamine complex was added to a stirred solution of 3-aminomethyl-3,4,5,6-tetrahydro-6-oxo-1H-azepino[5,4,3-cd]indole hydrate (see Example 1C for preparation) in 80 ml of tetrahydrofuran. The solution was heated under reflux for 1 hour and subsequently, at a temperature of 45° C., 10 ml of acetone were added dropwise. The reaction mixture was stirred at a temperature of 60° C. for 2.5 hours. To work up the reaction mixture it was subsequently evaporated to dryness, and the ... Starting materials: [C+4], COc1ccc2[nH]cc(CC[N+](=O)[O-])c2n1, CCO, NN, [OH-], [OH-], [OH-], [OH-], [OH-], [OH-], O, [Pd+2]. Yields the product COc1ccc2[nH]cc(CCN)c2n1. Reaction SMILES: [C+4:20].[CH3:1][O:2][c:3]1[cH:4][cH:5][c:6]2[c:7]([n:8]1)[c:9]([CH2:12][CH2:13][N+:14]([O-:15])=[O:16])[cH:10][nH:11]2.[CH3:28][CH2:29][OH:30].[NH2:18][NH2:19].[OH-:21].[OH-:23].[OH-:24].[OH-:25].[OH-:26].[OH-:27].[OH2:17].[Pd+2:22]>>[CH3:1][O:2][c:3]1[cH:4][cH:5][c:6]2[c:7]([n:8]1)[c:9]([CH2:12][CH2:13][NH2:14])[cH:10][nH:11]2. The reactants are CCOC(=O)c1ccc(Oc2ccc(I)cc2)cc1, CCO, [K+], [K+], O=C([O-])[O-], OB(O)c1ccsc1. Yields the product CCOC(=O)c1ccc(Oc2ccc(-c3ccsc3)cc2)cc1. Reaction SMILES: [CH2:1]([CH3:2])[O:3][C:4]([c:5]1[cH:6][cH:7][c:8]([O:11][c:12]2[cH:13][cH:14][c:15]([I:18])[cH:16][cH:17]2)[cH:9][cH:10]1)=[O:19].[CH3:34][CH2:35][OH:36].[K+:28].[K+:29].[O-:30][C:31]([O-:32])=[O:33].[s:20]1[cH:21][c:22]([B:25]([OH:26])[OH:27])[cH:23][cH:24]1>>[CH2:1]([CH3:2])[O:3][C:4]([c:5]1[cH:6][cH:7][c:8]([O:11][c:12]2[cH:13][cH:14][c:15](-[c:22]3[cH:21][s:20][cH:24][cH:23]3)[cH:16][cH:17]2)[cH:9][cH:10]1)=[O:19]. The reactants are CC1=CC(=NC=C1)NC1=CC=CC(=N1)C1=CN=C(O1)C=CC1=CC=C(C#N)C=C1 (4-(2-{5-[6-(4-methyl-pyridin-2-ylamino)-pyridin-2-yl]-oxazol-2-yl}-vinyl)-benzonitrile), O([Li])C(C)(C)C (LiOtBu), CC1=CC(=NC=C1)NC1=NC(=CC=C1)C1=CN=CO1 ((4-methyl-pyridin-2-yl)-(6-oxazol-5-yl-pyridin-2-yl)-amine), BrC=1C=C(C=CC1)S(=O)(=O)N(C)CCO (3-bromo-N-(2-hydroxy-ethyl)-N-methyl-benzenesulfonamide). The reagents and catalysts are C=1C=CC(=CC1)[P](C=2C=CC=CC2)(C=3C=CC=CC3)[Pd]([P](C=4C=CC=CC4)(C=5C=CC=CC5)C=6C=CC=CC6)([P](C=7C=CC=CC7)(C=8C=CC=CC8)C=9C=CC=CC9)[P](C=1C=CC=CC1)(C=1C=CC=CC1)C=1C=CC=CC1 (Pd(PPh3)4). Solvent: O1CCOCC1 (1,4-dioxane). Yields the product OCCN(S(=O)(=O)C1=CC(=CC=C1)C=1OC(=CN1)C1=NC(=CC=C1)NC1=NC=CC(=C1)C)C (N-(2-Hydroxy-ethyl)-N-methyl-3-{5-[6-(4-methyl-pyridin-2-ylamino)-pyridin-2-yl]-oxazol-2-yl}-benzenesulfonamide). The yield is 24.0%. Reaction SMILES: [CH3:1][C:2]1[CH:7]=[CH:6][N:5]=[C:4]([NH:8][C:9]2[N:14]=[C:13]([C:15]3[O:19][C:18](C=CC4C=CC(C#N)=CC=4)=[N:17][CH:16]=3)[CH:12]=[CH:11][CH:10]=2)[CH:3]=1.CC1C=CN=C(NC2C=CC=C(C3OC=NC=3)N=2)C=1.Br[C:50]1[CH:51]=[C:52]([S:56]([N:59]([CH2:61][CH2:62][OH:63])[CH3:60])(=[O:58])=[O:57])[CH:53]=[CH:54][CH:55]=1.O(C(C)(C)C)[Li]>C1C=CC([P]([Pd]([P](C2C=CC=CC=2)(C2C=CC=CC=2)C2C=CC=CC=2)([P](C2C=CC=CC=2)(C2C=CC=CC=2)C2C=CC=CC=2)[P](C2C=CC=CC=2)(C2C=CC=CC=2)C2C=CC=CC=2)(C2C=CC=CC=2)C2C=CC=CC=2)=CC=1.O1CCOCC1>[OH:63][CH2:62][CH2:61][N:59]([CH3:60])[S:56]([C:52]1[CH:53]=[CH:54][CH:55]=[C:50]([C:18]2[O:19][C:15]([C:13]3[CH:12]=[CH:11][CH:10]=[C:9]([NH:8][C:4]4[CH:3]=[C:2]([CH3:1])[CH:7]=[CH:6][N:5]=4)[N:14]=3)=[CH:16][N:17]=2)[CH:51]=1)(=[O:58])=[O:57] |^1:73,75,94,113|. Procedure: Prepared as for 4-(2-{5-[6-(4-methyl-pyridin-2-ylamino)-pyridin-2-yl]-oxazol-2-yl}-vinyl)-benzonitrile above using (4-methyl-pyridin-2-yl)-(6-oxazol-5-yl-pyridin-2-yl)-amine, 3-bromo-N-(2-hydroxy-ethyl)-N-methyl-benzenesulfonamide, Pd(PPh3)4, LiOtBu and anhydrous 1,4-dioxane to afford the title compound as a pale yellow solid (24%). 1H NMR (400 MHz, CDCl3) δ 9.81 (s, 1H), 8.45-8.34 (m, 2H), 8.12 (d, J=5.0 Hz, 1H), 8.01-7.77 (m, 5H), 7.66 (d, J=8.4 Hz, 1H), 7.46 (d, J=7.4 Hz, 1H), 6.79 (d, J=5.0 ... The reactants are BrCC1=CC=2N=C(N=C(C2S1)N1CCOCC1)Cl (6-bromomethyl-2-chloro-4-morpholin-4-yl-thieno[3,2-d]pyrimidine), O1CCOC12CCNCC2 (1,4-dioxa-8-aza-spiro[4.5]decane), C([O-])([O-])=O.[Cs+].[Cs+] (cesium carbonate). Run in CN(C)C=O (DMF), O (water). Reaction conditions: time 90 minute. Yields the product ClC=1N=C(C2=C(N1)C=C(S2)CN2CCC1(OCCO1)CC2)N2CCOCC2 (8-(2-Chloro-4-morpholin-4-yl-thieno[3,2-d]pyrimidin-6-ylmethyl)-1,4-dioxa-8-aza-spiro[4.5]decane). Yield: 82.2%. As a reaction SMILES: Br[CH2:2][C:3]1[S:11][C:10]2[C:9]([N:12]3[CH2:17][CH2:16][O:15][CH2:14][CH2:13]3)=[N:8][C:7]([Cl:18])=[N:6][C:5]=2[CH:4]=1.[O:19]1[C:23]2([CH2:28][CH2:27][NH:26][CH2:25][CH2:24]2)[O:22][CH2:21][CH2:20]1.C(=O)([O-])[O-].[Cs+].[Cs+]>CN(C=O)C.O>[Cl:18][C:7]1[N:8]=[C:9]([N:12]2[CH2:17][CH2:16][O:15][CH2:14][CH2:13]2)[C:10]2[S:11][C:3]([CH2:2][N:26]3[CH2:27][CH2:28][C:23]4([O:22][CH2:21][CH2:20][O:19]4)[CH2:24][CH2:25]3)=[CH:4][C:5]=2[N:6]=1 |f:2.3.4|. Procedure: To a solution of 6-bromomethyl-2-chloro-4-morpholin-4-yl-thieno[3,2-d]pyrimidine (1.00 g, 2.87 mmol) in DMF (20 mL) were added 1,4-dioxa-8-aza-spiro[4.5]decane (1.06 mL, 8.62 mmol) and cesium carbonate (1.8 g, 5.75 mmol). The resulting mixture was stirred at RT for 90 min. The reaction mixture was diluted with water then extracted with EtOAc. The organic extracts were dried (Na2SO4) and concentrated in vacuo to give the title compound as an orange solid (0.97 g, 82%). Starting materials: CS(=O)(=O)O, Cc1cc(Cl)ccc1-c1ccccc1C(=O)O, O. The product is Cc1cc(Cl)cc2c1-c1ccccc1C2=O. As a reaction SMILES: [CH3:19][S:20](=[O:21])(=[O:22])[OH:23].[Cl:1][c:2]1[cH:3][c:4]([CH3:17])[c:5](-[c:8]2[c:9]([C:14](=[O:15])[OH:16])[cH:10][cH:11][cH:12][cH:13]2)[cH:6][cH:7]1.[OH2:18]>>[Cl:1][c:2]1[cH:3][c:4]([CH3:17])[c:5]2[c:6]([cH:7]1)[C:14](=[O:16])[c:9]1[c:8]-2[cH:13][cH:12][cH:11][cH:10]1.